The task is: describe an organic reaction: reactants, conditions, products, and yield. This data is from the Open Reaction Database (ORD), a public repository of structured organic reaction records. Reactants: C(C)OP(=O)(OCC)CO[C@H](CON1C2=NC=NC(=C2N=C1)N)CO ((S)-9-[2-(diethoxyphosphorylmethoxy)-3-hydroxypropoxy]adenine), C[Si](C)(C)Br (trimethylsilyl bromide). The solvent is ClCCl (dichloromethane). Run at time 4 hour. Product: OC[C@@H](CON1C2=NC=NC(=C2N=C1)N)OCP(=O)(O)O ((S)-9-[3-Hydroxy-2-(phosphonomethoxy)propoxy]adenine). The yield is 78.3%. As a reaction SMILES: C([O:3][P:4]([CH2:9][O:10][C@@H:11]([CH2:24][OH:25])[CH2:12][O:13][N:14]1[CH:22]=[N:21][C:20]2[C:15]1=[N:16][CH:17]=[N:18][C:19]=2[NH2:23])([O:6]CC)=[O:5])C.C[Si](Br)(C)C>ClCCl>[OH:25][CH2:24][C@H:11]([O:10][CH2:9][P:4]([OH:5])([OH:6])=[O:3])[CH2:12][O:13][N:14]1[CH:22]=[N:21][C:20]2[C:15]1=[N:16][CH:17]=[N:18][C:19]=2[NH2:23]. Reported procedure: To a solution of (S)-9-[2-(diethoxyphosphorylmethoxy)-3-hydroxypropoxy]adenine (0.09 g, 0.24 mmol) in dry dichloromethane (3 ml) was added trimethylsilyl bromide (0.31 ml, 2.4 mmol) and the solution stirred at ambient temperature for 4 hours. The solvent was removed under reduced pressure and the residue co-evaporated with acetone/water 1:1 (x3). Crystallisation of the residue from water/acetone gave the title compound as a white solid (0.06 g, 78%), mp. 93°-198° C.